This data is from the Open Reaction Database (ORD), a public repository of structured organic reaction records. The task is: describe an organic reaction: reactants, conditions, products, and yield Procedure: Isatoic anhydride (10.0 g) was suspended in tetrahydrofuran (150 ml) and treated dropwise with 4-methoxybenzylamine (9.61 ml). The reaction mixture was stirred at room temperature for 20 hours and then the solvent was distilled off under reduced pressure to give a crude crystal (17.8 g, about 100%) of the title compound. Recrystallization from ethyl acetate-isopropyl ether yielded a colorless crystal, melting point 104 to 105° C. Yield: 100.0%. RXN SMILES: [C:1]12[C:7](=[CH:8][CH:9]=[CH:10][CH:11]=1)[NH:6]C(=O)[O:4][C:2]2=O.[CH3:13][O:14][C:15]1[CH:22]=[CH:21][C:18]([CH2:19][NH2:20])=[CH:17][CH:16]=1>O1CCCC1>[NH2:6][C:7]1[CH:8]=[CH:9][CH:10]=[CH:11][C:1]=1[C:2]([NH:20][CH2:19][C:18]1[CH:21]=[CH:22][C:15]([O:14][CH3:13])=[CH:16][CH:17]=1)=[O:4]. Solvent: O1CCCC1 (tetrahydrofuran). Run at time 20 hour. The product is NC1=C(C(=O)NCC2=CC=C(C=C2)OC)C=CC=C1 (2-Amino-N-(4-methoxybenzyl)benzamide). Reactants: C1=2C(=O)OC(NC1=CC=CC2)=O (Isatoic anhydride), COC1=CC=C(CN)C=C1 (4-methoxybenzylamine). The reactants are CC1=C(C[C@H]([C@@H](C1)C(=O)OC)C(=O)OC)C (Trans-dimethyl 1,2-dimethylcyclohex-1-ene-4,5-dicarboxylate), [OH-].[Na+] (NaOH). Solvent: CO (methanol). The product is CC1=C(C[C@H]([C@@H](C1)C(=O)O)C(=O)O)C (Trans-1,2-dimethylcyclohex-1-ene-4,5-dicarboxylic acid). The yield is 77.0%. Reaction SMILES: [CH3:1][C:2]1[CH2:7][C@@H:6]([C:8]([O:10]C)=[O:9])[C@H:5]([C:12]([O:14]C)=[O:13])[CH2:4][C:3]=1[CH3:16].[OH-].[Na+]>CO>[CH3:16][C:3]1[CH2:4][C@@H:5]([C:12]([OH:14])=[O:13])[C@H:6]([C:8]([OH:10])=[O:9])[CH2:7][C:2]=1[CH3:1] |f:1.2|. Procedure details: Trans-dimethyl 1,2-dimethylcyclohex-1-ene-4,5-dicarboxylate (4.52 g, 0.02 mol) was refluxed with NaOH (4.0 g, 0.1 mol) in methanol (40 ml) for 4 hr. The solution was allowed to cool and partitioned between aqueous NaOH (2M, 50 ml) and ether (60 ml). The aqueous layer was then acidified (1M HCl) and extracted with ethyl acetate (3×50 ml). The solvent was removed in vacuo to give the title compound in 77% yield. N.m.r: δH (90 MHz CD3Cl3) 2.58 (m,2H), 2.08 (m,4H), 1.70 ppm (s,6H) The reactants are Cl.C(C1=CC=CC=C1)N1CC(OCC1)CN(C1=CC=CC=C1)C(=O)OC1=CC=CC=C1 (4-benzyl-2-(N-phenoxycarbonylanilino)methylmorpholine hydrochloride), [H][H] (hydrogen), [H][H] (hydrogen). The reagents and catalysts are [Pd] (palladium on charcoal). The solvent is O (water), C(C)O (ethanol). Product: Cl.O(C1=CC=CC=C1)C(=O)N(C1=CC=CC=C1)CC1CNCCO1 (2-(N-phenoxycarbonylanilino)methylmorpholine hydrochloride). As a reaction SMILES: [ClH:1].C([N:9]1[CH2:14][CH2:13][O:12][CH:11]([CH2:15][N:16]([C:23]([O:25][C:26]2[CH:31]=[CH:30][CH:29]=[CH:28][CH:27]=2)=[O:24])[C:17]2[CH:22]=[CH:21][CH:20]=[CH:19][CH:18]=2)[CH2:10]1)C1C=CC=CC=1.[H][H]>O.C(O)C.[Pd]>[ClH:1].[O:25]([C:23]([N:16]([CH2:15][CH:11]1[O:12][CH2:13][CH2:14][NH:9][CH2:10]1)[C:17]1[CH:22]=[CH:21][CH:20]=[CH:19][CH:18]=1)=[O:24])[C:26]1[CH:27]=[CH:28][CH:29]=[CH:30][CH:31]=1 |f:0.1,6.7|. Reported procedure: A solution of 4-benzyl-2-(N-phenoxycarbonylanilino)methylmorpholine hydrochloride (9 g.) in water (75 ml.) and ethanol (200 ml.) is shaken in an atmosphere of hydrogen in the presence of palladium on charcoal catalyst (0.5 g.; 5%) until no further hydrogen is absorbed. The catalyst is removed by filtration and the filtrate is then evaporated to give a white residue which is recrystallised from methanol/ether to give 2-(N-phenoxycarbonylanilino)methylmorpholine hydrochloride, m.p. 179°-181° C. Starting materials: CCN(C(C)C)C(C)C, ClCCl, ClCc1ccc(Cl)cc1, O, NNc1ccc(OCc2ccc3ccccc3n2)cc1. Product: NN(Cc1ccc(Cl)cc1)c1ccc(OCc2ccc3ccccc3n2)cc1. As a reaction SMILES: [CH:21]([N:22]([CH:23]([CH3:24])[CH3:25])[CH2:26][CH3:27])([CH3:28])[CH3:29].[Cl:30][CH2:31][Cl:32].[Cl:33][c:34]1[cH:35][cH:36][c:37]([CH2:38][Cl:39])[cH:40][cH:41]1.[OH2:42].[n:1]1[c:2]([CH2:11][O:12][c:13]2[cH:14][cH:15][c:16]([NH:19][NH2:20])[cH:17][cH:18]2)[cH:3][cH:4][c:5]2[cH:6][cH:7][cH:8][cH:9][c:10]12>>[n:1]1[c:2]([CH2:11][O:12][c:13]2[cH:14][cH:15][c:16]([N:19]([NH2:20])[CH2:38][c:37]3[cH:36][cH:35][c:34]([Cl:33])[cH:41][cH:40]3)[cH:17][cH:18]2)[cH:3][cH:4][c:5]2[cH:6][cH:7][cH:8][cH:9][c:10]12. Reaction SMILES: [C:1]([CH3:2])([CH3:3])([CH3:4])[O:5][C:6](=[O:7])[NH:8][C:9]([CH2:10][CH:11]=[CH:12][C:13](=[O:14])[OH:15])([CH3:16])[CH3:17].[CH2:40]([c:41]1[cH:42][cH:43][cH:44][cH:45][cH:46]1)[CH:47]([CH2:48][NH:49][C:50](=[S:51])[NH:52][CH:53]1[CH2:54][CH2:55]1)[N:56]([C:57]([CH:58]([CH2:59][c:60]1[cH:61][c:62]2[cH:63][cH:64][cH:65][cH:66][c:67]2[cH:68][cH:69]1)[NH:70][CH3:71])=[O:72])[CH3:73].[CH2:74]([N:75]([CH:76]([CH3:77])[CH3:78])[CH:79]([CH3:80])[CH3:81])[CH3:82].[CH3:29][N:30]([CH3:31])[CH2:32][CH2:33][CH2:34][N:35]=[C:36]=[N:37][CH2:38][CH3:39].[CH3:83][N:84]([CH3:85])[CH:86]=[O:87].[CH3:91][CH2:92][O:93][C:94](=[O:95])[CH3:96].[Cl:88][CH2:89][Cl:90].[ClH:28].[OH:18][n:19]1[c:20]2[n:21][cH:22][cH:23][cH:24][c:25]2[n:26][n:27]1>>[C:1]([CH3:2])([CH3:3])([CH3:4])[O:5][C:6](=[O:7])[NH:8][C:9]([CH2:10][CH:11]=[CH:12][C:13](=[O:15])[N:70]([CH:58]([C:57]([N:56]([CH:47]([CH2:40][c:41]1[cH:42][cH:43][cH:44][cH:45][cH:46]1)[CH2:48][NH:49][C:50](=[S:51])[NH:52][CH:53]1[CH2:54][CH2:55]1)[CH3:73])=[O:72])[CH2:59][c:60]1[cH:61][c:62]2[cH:63][cH:64][cH:65][cH:66][c:67]2[cH:68][cH:69]1)[CH3:71])([CH3:16])[CH3:17]. The product is CN(C(=O)C(Cc1ccc2ccccc2c1)N(C)C(=O)C=CCC(C)(C)NC(=O)OC(C)(C)C)C(CNC(=S)NC1CC1)Cc1ccccc1. Starting materials: CC(C)(CC=CC(=O)O)NC(=O)OC(C)(C)C, CNC(Cc1ccc2ccccc2c1)C(=O)N(C)C(CNC(=S)NC1CC1)Cc1ccccc1, CCN(C(C)C)C(C)C, CCN=C=NCCCN(C)C, CN(C)C=O, CCOC(C)=O, ClCCl, Cl, On1nnc2cccnc21. Reactants: ClC1=NC(=C2NC=NC2=N1)Cl (2,6-dichloropurine), C(C1=CC=CC=C1)(=O)OCCOCCl (1-benzoyloxy-2-chloromethoxyethane). The product is ClC1=NC(=C2N=CN(C2=N1)COCCOC(C1=CC=CC=C1)=O)Cl (2,6-dichloro-9-(2-benzoyloxyethoxymethyl)purine). The yield is 41.0%. Reaction SMILES: [Cl:1][C:2]1[N:10]=[C:9]2[C:5]([NH:6][CH:7]=[N:8]2)=[C:4]([Cl:11])[N:3]=1.[C:12]([O:20][CH2:21][CH2:22][O:23][CH2:24]Cl)(=[O:19])[C:13]1[CH:18]=[CH:17][CH:16]=[CH:15][CH:14]=1>>[Cl:1][C:2]1[N:10]=[C:9]2[C:5]([N:6]=[CH:7][N:8]2[CH2:24][O:23][CH2:22][CH2:21][O:20][C:12](=[O:19])[C:13]2[CH:18]=[CH:17][CH:16]=[CH:15][CH:14]=2)=[C:4]([Cl:11])[N:3]=1. Reported procedure: Following the procedure of Example 1, 2,6-dichloropurine was condensed with 1-benzoyloxy-2-chloromethoxyethane to give a 41% yield of 2,6-dichloro-9-(2-benzoyloxyethoxymethyl)purine, m.p. 121°-125° C. This was treated according to the procedure of Example 2 to give simultaneous ammonolysis of the 6-chloro and benzoyloxy groups yielding 2-chloro-9-(hydroxyethoxymethyl)adenine, in 94% yield, m.p. 188°-190° C. after recrystallization from isopropanol. The reactants are Cl (HCl), Cl (HCl), FC1=CC2=C(C(=NO2)C2CCN(CC2)CCCCN2C(C=3C(C2=O)=CC=CC3)=O)C=C1 (N-[4-[4-(6-fluoro-1,2-benzisoxazol-3-yl) piperidinyl]butyl]phthalimide), O.NN (hydrazine monohydrate). Run in CO (methanol), C(C)O (ethanol), CO (methanol), O (water). The product is Cl.Cl.NCCCCN1CCC(CC1)C1=NOC2=C1C=CC(=C2)F (1-(4-aminobutyl)-4-(6-fluoro-1,2-benzisoxazol-3-yl)piperidine dihydrochloride). Reaction SMILES: [F:1][C:2]1[CH:31]=[CH:30][C:5]2[C:6]([CH:9]3[CH2:14][CH2:13][N:12]([CH2:15][CH2:16][CH2:17][CH2:18][N:19]4C(=O)C5=CC=CC=C5C4=O)[CH2:11][CH2:10]3)=[N:7][O:8][C:4]=2[CH:3]=1.O.NN.[ClH:35]>CO.O.C(O)C>[ClH:35].[ClH:35].[NH2:19][CH2:18][CH2:17][CH2:16][CH2:15][N:12]1[CH2:13][CH2:14][CH:9]([C:6]2[C:5]3[CH:30]=[CH:31][C:2]([F:1])=[CH:3][C:4]=3[O:8][N:7]=2)[CH2:10][CH2:11]1 |f:1.2,7.8.9|. Procedure details: A mixture of N-[4-[4-(6-fluoro-1,2-benzisoxazol-3-yl) piperidinyl]butyl]phthalimide (6.9 g, 16.4 mmol) and hydrazine monohydrate (1.64 g, 32.8 mmol) in methanol (70 ml) was heated at reflux for 3 hours. At the end of the reaction, methanol was removed to leave a crude solid. This was dissolved in water and acidified with HCl to pH 2. The insolubles were filtered. The aqueous solution was basified with 50% NaOH, and then extracted with dichloromethane. The dichloromethane solution was washed with... Procedure: Using the procedure of Step B of Example 1, n-pentyl iodide and triphenylphosphine were reacted to obtain n-pentyl-triphenylphosphonium iodide melting at 174° C. Yields the product [I-].C(CCCC)[P+](C1=CC=CC=C1)(C1=CC=CC=C1)C1=CC=CC=C1 (n-pentyl-triphenylphosphonium iodide). Starting materials: C(CCCC)I (n-pentyl iodide), C1(=CC=CC=C1)P(C1=CC=CC=C1)C1=CC=CC=C1 (triphenylphosphine). As a reaction SMILES: [CH2:1]([I:6])[CH2:2][CH2:3][CH2:4][CH3:5].[C:7]1([P:13]([C:20]2[CH:25]=[CH:24][CH:23]=[CH:22][CH:21]=2)[C:14]2[CH:19]=[CH:18][CH:17]=[CH:16][CH:15]=2)[CH:12]=[CH:11][CH:10]=[CH:9][CH:8]=1>>[I-:6].[CH2:1]([P+:13]([C:14]1[CH:15]=[CH:16][CH:17]=[CH:18][CH:19]=1)([C:20]1[CH:25]=[CH:24][CH:23]=[CH:22][CH:21]=1)[C:7]1[CH:8]=[CH:9][CH:10]=[CH:11][CH:12]=1)[CH2:2][CH2:3][CH2:4][CH3:5] |f:2.3|. Reactants: [Li]CCCC, CCCCCC, COc1cccs1, O=C1NC(=O)C(=O)C(=O)N1, C1CCOC1. Product: COc1ccc(C2(O)C(=O)NC(=O)NC2=O)s1. RXN SMILES: [CH2:8]([Li:9])[CH2:10][CH2:11][CH3:12].[CH3:13][CH2:14][CH2:15][CH2:16][CH2:17][CH3:18].[CH3:1][O:2][c:3]1[s:4][cH:5][cH:6][cH:7]1.[NH:19]1[C:20](=[O:21])[NH:22][C:23](=[O:24])[C:25](=[O:26])[C:27]1=[O:28].[O:29]1[CH2:30][CH2:31][CH2:32][CH2:33]1>>[CH3:1][O:2][c:3]1[s:4][c:5]([C:25]2([OH:26])[C:23](=[O:24])[NH:22][C:20](=[O:21])[NH:19][C:27]2=[O:28])[cH:6][cH:7]1. Reactants: N#Cc1ccc(C=O)cc1, CCO, Cl, NC(CS)C(=O)O, O. The product is N#Cc1ccc(C2NC(C(=O)O)CS2)cc1. Reaction SMILES: [C:1](#[N:2])[c:3]1[cH:4][cH:5][c:6]([CH:7]=[O:8])[cH:9][cH:10]1.[CH3:19][CH2:20][OH:21].[ClH:11].[NH2:12][CH:13]([CH2:14][SH:15])[C:16](=[O:17])[OH:18].[OH2:22]>>[C:1](#[N:2])[c:3]1[cH:4][cH:5][c:6]([CH:7]2[NH:12][CH:13]([C:16](=[O:17])[OH:18])[CH2:14][S:15]2)[cH:9][cH:10]1.